Dataset: the Open Reaction Database (ORD), a public repository of structured organic reaction records. Task: describe an organic reaction: reactants, conditions, products, and yield The reactants are [BH4-].[Na+] (NaBH4), [OH-].[Na+] (NaOH), O (water), C(C1=CC=CC=C1)C(C(=O)OCC)C(C)=O (ethyl 2-benzyl-3-oxo-butyrate). The solvent is CO (methanol). Yields the product C(C1=CC=CC=C1)C(C(=O)OCC)C(C)O (ethyl 2-benzyl-3-hydroxybutyrate). The yield is 85.0%. Reaction SMILES: [BH4-].[Na+].[OH-].[Na+].O.[CH2:6]([CH:13]([C:19](=[O:21])[CH3:20])[C:14]([O:16][CH2:17][CH3:18])=[O:15])[C:7]1[CH:12]=[CH:11][CH:10]=[CH:9][CH:8]=1>CO>[CH2:6]([CH:13]([CH:19]([OH:21])[CH3:20])[C:14]([O:16][CH2:17][CH3:18])=[O:15])[C:7]1[CH:12]=[CH:11][CH:10]=[CH:9][CH:8]=1 |f:0.1,2.3|. Procedure details: 0.05 Mol of NaBH4 and 0.4 g of NaOH were added into 25 ml of water. While cooling the reactor in ice bath, a mixture of 0.07 mol of ethyl 2-benzyl-3-oxo-butyrate and 30 ml of methanol was added dropwise with stirring, and the reaction was stirred at room temperature for 5 hours. After removing the solvent, the product was extracted with ethyl acetate, and the extract was dried over anhydrous Na2SO4. Removing the solvent gave a colorless liquid of 0.06 mol. Yield 85%. Starting materials: CC(C)(C)OC(=O)N1CCC(O)(CNC(=O)C(F)(F)Br)CC1, C1CCOC1, CC(C)(C)[O-], [K+]. The product is CC(C)(C)OC(=O)N1CCC2(CC1)CNC(=O)C(F)(F)O2. RXN SMILES: [Br:1][C:2]([C:3](=[O:4])[NH:5][CH2:6][C:7]1([OH:20])[CH2:8][CH2:9][N:10]([C:13](=[O:14])[O:15][C:16]([CH3:17])([CH3:18])[CH3:19])[CH2:11][CH2:12]1)([F:21])[F:22].[CH2:29]1[O:30][CH2:31][CH2:32][CH2:33]1.[CH3:23][C:24]([CH3:25])([O-:26])[CH3:27].[K+:28]>>[C:2]1([F:21])([F:22])[C:3](=[O:4])[NH:5][CH2:6][C:7]2([CH2:8][CH2:9][N:10]([C:13](=[O:14])[O:15][C:16]([CH3:17])([CH3:18])[CH3:19])[CH2:11][CH2:12]2)[O:20]1. The reactants are [BH3-]C#N, C=CCN(N)C1CCC1, COC(=O)C1CCCCCC1=O, CC(=O)[O-], CO, Cl, [Na+], [Na+]. The product is C=CCN(NC1CCCCCC1C(=O)OC)C1CCC1. As a reaction SMILES: [C:28]([BH3-:29])#[N:30].[CH2:2]([CH:3]=[CH2:4])[N:5]([NH2:6])[CH:7]1[CH2:8][CH2:9][CH2:10]1.[CH3:11][O:12][C:13](=[O:14])[CH:15]1[C:16](=[O:22])[CH2:17][CH2:18][CH2:19][CH2:20][CH2:21]1.[CH3:24][C:25](=[O:26])[O-:27].[CH3:32][OH:33].[ClH:1].[Na+:23].[Na+:31]>>[CH2:2]([CH:3]=[CH2:4])[N:5]([NH:6][CH:16]1[CH:15]([C:13]([O:12][CH3:11])=[O:14])[CH2:21][CH2:20][CH2:19][CH2:18][CH2:17]1)[CH:7]1[CH2:8][CH2:9][CH2:10]1.